This data is from the Open Reaction Database (ORD), a public repository of structured organic reaction records. The task is: describe an organic reaction: reactants, conditions, products, and yield The product is OCCNCc1ccnc(CCl)c1Cl. As a reaction SMILES: [Cl:25][CH2:26][Cl:27].[Cl:5][c:6]1[c:7]([CH2:17][OH:18])[n:8][cH:9][cH:10][c:11]1[CH2:12][NH:13][CH2:14][CH2:15][OH:16].[Na+:20].[OH2:19].[OH:21][C:22](=[O:23])[O-:24].[S:1]([Cl:2])([Cl:3])=[O:4]>>[Cl:3][CH2:17][c:7]1[c:6]([Cl:5])[c:11]([CH2:12][NH:13][CH2:14][CH2:15][OH:16])[cH:10][cH:9][n:8]1. Reactants: ClCCl, OCCNCc1ccnc(CO)c1Cl, [Na+], O, O=C([O-])O, O=S(Cl)Cl.